From a dataset of the Open Reaction Database (ORD), a public repository of structured organic reaction records. describe an organic reaction: reactants, conditions, products, and yield The reactants are COC(N(C)C)OC (Dimethylformamide dimethyl acetal), CC=1C=CN=C2C1C(=O)C=3C=CC=CC3C2=O (cleistopholine), [Cl-].[NH4+] (ammonium chloride), C(C)(=O)O (acetic acid). Solvent: CN(C=O)C (dimethylformamide). Run at time 30 minute. Product: C=1C=CC2=C(C1)C3=C4C(=CC=N3)C=CN=C4C2=O (sampangine). The yield is 78.9%. As a reaction SMILES: COC(OC)[N:4]([CH3:6])[CH3:5].[CH3:9][C:10]1[CH:11]=[CH:12][N:13]=C2[C:24](=[O:25])[C:23]3[CH:22]=[CH:21][CH:20]=[CH:19][C:18]=3[C:16](=O)[C:15]=12.[Cl-].[NH4+].C(O)(=O)C>CN(C)C=O>[CH:20]1[CH:21]=[CH:22][C:23]2[C:24](=[O:25])[C:5]3[C:15]4[C:10]([CH:9]=[CH:6][N:4]=3)=[CH:11][CH:12]=[N:13][C:16]=4[C:18]=2[CH:19]=1 |f:2.3|. Reported procedure: Dimethylformamide dimethyl acetal (1.50 mL, 11.34 mmol, Aldrich) was added to a solution of cleistopholine, (1.95 g, 8.73 mmol) in dimethylformamide (5 mL). The mixture was then heated for 30 min by submerging the reaction vessel into an oil bath preheated to 120° C. At this point, ammonium chloride (4.5 g) and glacial acetic acid (15 mL) were added to the reaction and the heating (120° C.) continued for an additional 30 min. After allowing to cool, the reaction was poured onto water (200 mL) an... Reactants: CC(C)(C)OC(=O)N1CCC(NCc2ccc(Cl)cc2Cl)C1, ClCCl, O=C(O)C(F)(F)F. Yields the product Clc1ccc(CNC2CCNC2)c(Cl)c1. RXN SMILES: [C:1]([O:2][C:3](=[O:4])[N:8]1[CH2:9][CH:10]([NH:13][CH2:14][c:15]2[c:16]([Cl:22])[cH:17][c:18]([Cl:21])[cH:19][cH:20]2)[CH2:11][CH2:12]1)([CH3:5])([CH3:6])[CH3:7].[Cl:30][CH2:31][Cl:32].[OH:23][C:24]([C:25]([F:26])([F:27])[F:28])=[O:29]>>[NH:8]1[CH2:9][CH:10]([NH:13][CH2:14][c:15]2[c:16]([Cl:22])[cH:17][c:18]([Cl:21])[cH:19][cH:20]2)[CH2:11][CH2:12]1.